This data is from the Open Reaction Database (ORD), a public repository of structured organic reaction records. The task is: describe an organic reaction: reactants, conditions, products, and yield Reported procedure: Beginning with 12.0 mg (0.05 mMol) 5-amino-3-(1-methylpiperidin-4-yl)-1H-indole with 16.2 mg (0.10 mMol) 1,2,3,4-tetrahydro-1-naphthoic acid at 70° C., 16.2 mg (84%) of the title compound were recovered. As a reaction SMILES: [NH2:1][C:2]1[CH:3]=[C:4]2[C:8](=[CH:9][CH:10]=1)[NH:7][CH:6]=[C:5]2[CH:11]1[CH2:16][CH2:15][N:14]([CH3:17])[CH2:13][CH2:12]1.[CH:18]1([C:28](O)=[O:29])[C:27]2[C:22](=[CH:23][CH:24]=[CH:25][CH:26]=2)[CH2:21][CH2:20][CH2:19]1>>[CH:18]1([C:28]([NH:1][C:2]2[CH:3]=[C:4]3[C:8](=[CH:9][CH:10]=2)[NH:7][CH:6]=[C:5]3[CH:11]2[CH2:16][CH2:15][N:14]([CH3:17])[CH2:13][CH2:12]2)=[O:29])[C:27]2[C:22](=[CH:23][CH:24]=[CH:25][CH:26]=2)[CH2:21][CH2:20][CH2:19]1. Starting materials: NC=1C=C2C(=CNC2=CC1)C1CCN(CC1)C (5-amino-3-(1-methylpiperidin-4-yl)-1H-indole), C1(CCCC2=CC=CC=C12)C(=O)O (1,2,3,4-tetrahydro-1-naphthoic acid). Yields the product C1(CCCC2=CC=CC=C12)C(=O)NC=1C=C2C(=CNC2=CC1)C1CCN(CC1)C (5-(1,2,3,4-tetrahydronaphth-1-oyl)amino-3-(1-methylpiperidin-4-yl)-1H-indole). Starting materials: CN1N=NN=C1SCCCC#N (4-(1-methyl-1,2,3,4-tetrazol-5-yl)thiobutyronitrile), O1CCCC1 (tetrahydrofuran), [Mg] (magnesium), C(C)Br (ethyl bromide), O1CCCC1 (tetrahydrofuran), Cl (HCl). The solvent is O (water). Yields the product C(C)[Mg]Br (Ethylmagnesium bromide), CN1N=NN=C1SCCCC(CC)=O (1-methyl-5-(3-propionylpropyl)thio-1,2,3,4-tetrazole). Reaction SMILES: [Mg:1].[CH2:2]([Br:4])[CH3:3].[CH3:5][N:6]1[C:10]([S:11]CC[CH2:14][C:15]#N)=[N:9][N:8]=[N:7]1.Cl.[O:18]1[CH2:22][CH2:21][CH2:20][CH2:19]1>O>[CH2:14]([Mg:1][Br:4])[CH3:15].[CH3:5][N:6]1[C:10]([S:11][CH2:22][CH2:21][CH2:20][C:19](=[O:18])[CH2:2][CH3:3])=[N:9][N:8]=[N:7]1. Procedure details: Ethylmagnesium bromide is prepared from magnesium (0.25 g), ethyl bromide (1.2 g) and dried tetrahydrofuran (10 ml). To the product is added dropwise a solution of 4-(1-methyl-1,2,3,4-tetrazol-5-yl)thiobutyronitrile (1.8 g) in dried tetrahydrofuran (10 ml) with stirring under ice-cooling. After the solution is added, the mixture is stirred at room temperature for 3 hours. To the mixture is added 1 N-HCl (50 ml) under ice-cooling and the mixture is stirred for 1 hour. The reaction mixture is dilu... Procedure details: A solution of 5-[7-ethyl-2-methyl-4-(2-vinyl-4-pyridinyl)pyrrolo[1,2-b]pyridazin-3-yl]pentanoic acid (15 mg) in MeOH was added 10% Pd/C (2 mg). The mixture was stirred under hydrogen atomosphere (1 atm) for 6 h. The reaction mixture was filtered through Celite and the filtrate was concentrated in vacuo. The residue was triturated with hexane to give 5-[7-ethyl-4-(2-ethyl-4-pyridinyl)-2-methylpyrrolo[1,2-b]pyridazin-3-yl]pentanoic acid (14 mg) as an yellow solid. Yield: 92.8%. Yields the product C(C)C1=CC=C2N1N=C(C(=C2C2=CC(=NC=C2)CC)CCCCC(=O)O)C (5-[7-ethyl-4-(2-ethyl-4-pyridinyl)-2-methylpyrrolo[1,2-b]pyridazin-3-yl]pentanoic acid). Reactants: C(C)C1=CC=C2N1N=C(C(=C2C2=CC(=NC=C2)C=C)CCCCC(=O)O)C (5-[7-ethyl-2-methyl-4-(2-vinyl-4-pyridinyl)pyrrolo[1,2-b]pyridazin-3-yl]pentanoic acid). Reaction SMILES: [CH2:1]([C:3]1[N:7]2[N:8]=[C:9]([CH3:27])[C:10]([CH2:20][CH2:21][CH2:22][CH2:23][C:24]([OH:26])=[O:25])=[C:11]([C:12]3[CH:17]=[CH:16][N:15]=[C:14]([CH:18]=[CH2:19])[CH:13]=3)[C:6]2=[CH:5][CH:4]=1)[CH3:2]>CO.[Pd]>[CH2:1]([C:3]1[N:7]2[N:8]=[C:9]([CH3:27])[C:10]([CH2:20][CH2:21][CH2:22][CH2:23][C:24]([OH:26])=[O:25])=[C:11]([C:12]3[CH:17]=[CH:16][N:15]=[C:14]([CH2:18][CH3:19])[CH:13]=3)[C:6]2=[CH:5][CH:4]=1)[CH3:2]. Run at time 6 hour. Run in CO (MeOH). Reagents/catalysts: [Pd] (Pd/C). The product is N1=C(C=CC2=CC=CC=C12)OCCCCCCCCCC(C)=O (11-(2-quinolinyloxy)undecan-2-one). Reaction SMILES: [N:1]1[C:10]2[C:5](=[CH:6][CH:7]=[CH:8][CH:9]=2)[CH:4]=[CH:3][C:2]=1[O:11][CH2:12][CH2:13][CH2:14][CH2:15][CH2:16][CH2:17][CH2:18][CH2:19][CH2:20][CH:21]([OH:23])[CH3:22].CS(C)=O.C(Cl)(=O)C(Cl)=O>C(N(CC)CC)C>[N:1]1[C:10]2[C:5](=[CH:6][CH:7]=[CH:8][CH:9]=2)[CH:4]=[CH:3][C:2]=1[O:11][CH2:12][CH2:13][CH2:14][CH2:15][CH2:16][CH2:17][CH2:18][CH2:19][CH2:20][C:21](=[O:23])[CH3:22]. Run in C(C)N(CC)CC (triethylamine). Starting materials: N1=C(C=CC2=CC=CC=C12)OCCCCCCCCCC(C)O (11-(2-quinolinyloxy)undecan-2-ol), CS(=O)C (dimethyl sulphoxide), C(C(=O)Cl)(=O)Cl (oxalyl chloride). Reported procedure: The above alcohol was oxidised under Swern conditions (dimethyl sulphoxide, 0.615 g; oxalyl chloride, 0.38 ml; triethylamine, 2.74 ml) to give after column chromatography 11-(2-quinolinyloxy)undecan-2-one (0.96 g). The reactants are NN1C(C2=CC=CC=C2C(=N1)C1=CC=C(C=C1)C(F)(F)F)=O (2-amino-4-[4-(trifluoromethyl)phenyl]phthalazin-1(2H)-one), C12(CC3CC(CC(C1)C3)C2)CC(=O)Cl (2-(adamantan-1-yl)acetyl chloride). Product: C12(CC3CC(CC(C1)C3)C2)CC(=O)NN2C(C3=CC=CC=C3C(=N2)C2=CC=C(C=C2)C(F)(F)F)=O (2-(adamantan-1-yl)-N-{1-oxo-4-[4-(trifluoromethyl)phenyl]phthalazin-2(1H)-yl}acetamide). Reaction SMILES: [NH2:1][N:2]1[N:11]=[C:10]([C:12]2[CH:17]=[CH:16][C:15]([C:18]([F:21])([F:20])[F:19])=[CH:14][CH:13]=2)[C:9]2[C:4](=[CH:5][CH:6]=[CH:7][CH:8]=2)[C:3]1=[O:22].[C:23]12([CH2:33][C:34](Cl)=[O:35])[CH2:32][CH:27]3[CH2:28][CH:29]([CH2:31][CH:25]([CH2:26]3)[CH2:24]1)[CH2:30]2>>[C:23]12([CH2:33][C:34]([NH:1][N:2]3[N:11]=[C:10]([C:12]4[CH:17]=[CH:16][C:15]([C:18]([F:21])([F:19])[F:20])=[CH:14][CH:13]=4)[C:9]4[C:4](=[CH:5][CH:6]=[CH:7][CH:8]=4)[C:3]3=[O:22])=[O:35])[CH2:30][CH:29]3[CH2:28][CH:27]([CH2:26][CH:25]([CH2:31]3)[CH2:24]1)[CH2:32]2. Procedure: The product of Example 147A and 2-(adamantan-1-yl)acetyl chloride were treated using a method similar to that described in Example 1C to give the title compound. 1H NMR (400 MHz, DMSO-d6) δ ppm 11.31 (s, 1H), 8.42-8.45 (m, 1H), 7.96-8.01 (m, 2H), 7.93-7.97 (m, 2H), 7.83-7.86 (m, 2H), 7.72-7.76 (m, 1H), 2.06 (s, 2H), 1.93-1.96 (m, 3H), 1.58-1.73 (m, 12H); MS (APCI+) M/Z 482 (M+H)+. Yields the product CNCCS(=O)(=O)c1ccccc1. RXN SMILES: [CH3:13][NH2:14].[CH3:15][C:16]#[N:17].[Cl:1][CH2:2][CH2:3][S:4](=[O:5])(=[O:6])[c:7]1[cH:8][cH:9][cH:10][cH:11][cH:12]1>>[CH2:2]([CH2:3][S:4](=[O:5])(=[O:6])[c:7]1[cH:8][cH:9][cH:10][cH:11][cH:12]1)[NH:14][CH3:13]. The reactants are CN, CC#N, O=S(=O)(CCCl)c1ccccc1. The reactants are C(C)(C)(C)OC(=O)N1C(C=C(C2=CC(=CC=C12)B(O)O)C)(C)C ((1-tert-Butyloxycarbonyl-1,2-dihydro-2,2,4-trimethyl-6-quinolinyl)boronic acid), BrC=1C=C(C#N)C=C(C1)F (3-bromo-5-fluorobenzonitrile). Yields the product C(#N)C=1C=C(C=C(C1)F)C=1C=C2C(=CC(NC2=CC1)(C)C)C (6-(3-Cyano-5-fluorophenyl)-1,2-dihydro-2,2,4-trimethylquinoline). The yield is 38.6%. Reaction SMILES: C(OC([N:8]1[C:17]2[C:12](=[CH:13][C:14](B(O)O)=[CH:15][CH:16]=2)[C:11]([CH3:21])=[CH:10][C:9]1([CH3:23])[CH3:22])=O)(C)(C)C.Br[C:25]1[CH:26]=[C:27]([CH:30]=[C:31]([F:33])[CH:32]=1)[C:28]#[N:29]>>[C:28]([C:27]1[CH:26]=[C:25]([C:14]2[CH:13]=[C:12]3[C:17](=[CH:16][CH:15]=2)[NH:8][C:9]([CH3:22])([CH3:23])[CH:10]=[C:11]3[CH3:21])[CH:32]=[C:31]([F:33])[CH:30]=1)#[N:29]. Procedure details: This compound was prepared according to General Method 2 (EXAMPLE 9) from Compound 9 (46.4 mg, 0.14 mmol) and 3-bromo-5-fluorobenzonitrile (29.1 mg, 0.14 mmol). The crude material was purified to recrystallization from hexane to afford 15.8 mg (37%) of Compound 271. Data for Compound 271: 1H NMR (400 MHz, acetone-d6) 7.83 (app t, J=1.3, 1 H), 7.68 (dd, J=10.6, 4.0, 1 H), 7.43 (d, J=2.0, 1 H), 7.41 (dd, J=2.2, 1.2 1H) 7.35 (dd, J=8.3, 2.2, 1 H), 6.59 (d, J=8.4, 1 H), 5.35 (br s, 1 H), 5.39 (s, 1 ...